Dataset: the Open Reaction Database (ORD), a public repository of structured organic reaction records. Task: describe an organic reaction: reactants, conditions, products, and yield Starting materials: [Na+], [OH-], N#CCc1ccc(O)cc1, CC1(CO)CCCCC1=O, c1ccc(P(c2ccccc2)c2ccccc2)cc1, c1ccccc1. The product is CC1(COc2ccc(CC#N)cc2)CCCCC1=O. Reaction SMILES: [Na+:47].[OH-:46].[OH:11][c:12]1[cH:13][cH:14][c:15]([CH2:16][C:17]#[N:18])[cH:19][cH:20]1.[OH:1][CH2:2][C:3]1([CH3:10])[C:4](=[O:9])[CH2:5][CH2:6][CH2:7][CH2:8]1.[c:21]1([P:22]([c:23]2[cH:24][cH:25][cH:26][cH:27][cH:28]2)[c:29]2[cH:30][cH:31][cH:32][cH:33][cH:34]2)[cH:35][cH:36][cH:37][cH:38][cH:39]1.[cH:40]1[cH:41][cH:42][cH:43][cH:44][cH:45]1>>[O:1]([CH2:2][C:3]1([CH3:10])[C:4](=[O:9])[CH2:5][CH2:6][CH2:7][CH2:8]1)[c:12]1[cH:13][cH:14][c:15]([CH2:16][C:17]#[N:18])[cH:19][cH:20]1. Reactants: ClCCCOC1=CN=C2N3CCNC(C3=CC2=C1)=O (7-(3-chloro-propoxy)-3,4-dihydro-2H-2,4a,5-triaza-fluoren-1-one), C[C@@H]1NCCC1 ((S)-2-methylpyrrolidine). The product is C[C@@H]1N(CCC1)CCCOC1=CN=C2N3CCNC(C3=CC2=C1)=O (7-[3-((S)-2-Methyl-pyrrolidin-1-yl)-propoxy]-3,4-dihydro-2H-2,4a,5-triaza-fluoren-1-one). The yield is 19.0%. RXN SMILES: Cl[CH2:2][CH2:3][CH2:4][O:5][C:6]1[CH:18]=[C:17]2[C:9]([N:10]3[C:15](=[CH:16]2)[C:14](=[O:19])[NH:13][CH2:12][CH2:11]3)=[N:8][CH:7]=1.[CH3:20][C@H:21]1[CH2:25][CH2:24][CH2:23][NH:22]1>>[CH3:20][C@H:21]1[CH2:25][CH2:24][CH2:23][N:22]1[CH2:2][CH2:3][CH2:4][O:5][C:6]1[CH:18]=[C:17]2[C:9]([N:10]3[C:15](=[CH:16]2)[C:14](=[O:19])[NH:13][CH2:12][CH2:11]3)=[N:8][CH:7]=1. Reported procedure: The title compound was synthesized in analogy to example 2, from 7-(3-chloro-propoxy)-3,4-dihydro-2H-2,4a,5-triaza-fluoren-1-one and (S)-2-methylpyrrolidine (commercially available), to give the desired product as a colorless solid (19%). The reactants are SC1CCCCC1, [Cl-], N#Cc1ccc(C(F)(F)F)nc1Cl, [H-], [NH4+], [Na+], CN(C)C=O, O. The product is N#Cc1ccc(C(F)(F)F)nc1SC1CCCCC1. Reaction SMILES: [CH:3]1([SH:9])[CH2:4][CH2:5][CH2:6][CH2:7][CH2:8]1.[Cl-:23].[Cl:10][c:11]1[c:12]([C:13]#[N:14])[cH:15][cH:16][c:17]([C:19]([F:20])([F:21])[F:22])[n:18]1.[H-:2].[NH4+:24].[Na+:1].[O:25]=[CH:26][N:27]([CH3:28])[CH3:29].[OH2:30]>>[CH:3]1([S:9][c:11]2[c:12]([C:13]#[N:14])[cH:15][cH:16][c:17]([C:19]([F:20])([F:21])[F:22])[n:18]2)[CH2:4][CH2:5][CH2:6][CH2:7][CH2:8]1. The reactants are NC1=C(C(=O)O)C=CC=C1F (2-amino-3-fluorobenzoic acid), NCCC[C@@H]1CN(C(O1)=O)C=1C=CC2=C(NC(CS2)=O)C1 (6-[(R)-5-(3-amino-propyl)-2-oxo-oxazolidin-3-yl]-4H-benzo[1,4]thiazin-3-one). Product: NC1=C(C(=O)NCCC[C@@H]2CN(C(O2)=O)C=2C=CC3=C(NC(CS3)=O)C2)C=CC=C1F (2-amino-3-fluoro-N-{3-[(R)-2-oxo-3-(3-oxo-3,4-dihydro-2H-benzo[1,4]thiazin-6-yl)-oxazolidin-5-yl]-propyl}-benzamide). Yield: 56.0%. Reaction SMILES: [NH2:1][C:2]1[C:10]([F:11])=[CH:9][CH:8]=[CH:7][C:3]=1[C:4]([OH:6])=O.[NH2:12][CH2:13][CH2:14][CH2:15][C@H:16]1[O:20][C:19](=[O:21])[N:18]([C:22]2[CH:23]=[CH:24][C:25]3[S:30][CH2:29][C:28](=[O:31])[NH:27][C:26]=3[CH:32]=2)[CH2:17]1>>[NH2:1][C:2]1[C:10]([F:11])=[CH:9][CH:8]=[CH:7][C:3]=1[C:4]([NH:12][CH2:13][CH2:14][CH2:15][C@H:16]1[O:20][C:19](=[O:21])[N:18]([C:22]2[CH:23]=[CH:24][C:25]3[S:30][CH2:29][C:28](=[O:31])[NH:27][C:26]=3[CH:32]=2)[CH2:17]1)=[O:6]. Reported procedure: Starting from 2-amino-3-fluorobenzoic acid and 6-[(R)-5-(3-amino-propyl)-2-oxo-oxazolidin-3-yl]-4H-benzo[1,4]thiazin-3-one (described in WO 2010/041219) and using Procedure D, the title compound was obtained as a beige solid (80 mg; 56% yield). Starting materials: C1CNCCN1, CC(C)=O, CC(=O)[O-], Cl, [Na+], [Na+], O=C(Cl)C1COc2ccccc2O1, [OH-], O. Yields the product O=C(C1COc2ccccc2O1)N1CCNCC1, Cl. As a reaction SMILES: [CH2:1]1[CH2:2][NH:3][CH2:4][CH2:5][NH:6]1.[CH3:29][C:30](=[O:31])[CH3:32].[CH3:8][C:9](=[O:10])[O-:11].[ClH:12].[Na+:27].[Na+:7].[O:13]1[CH:14]([C:23](=[O:24])[Cl:25])[CH2:15][O:16][c:17]2[c:18]1[cH:19][cH:20][cH:21][cH:22]2.[OH-:26].[OH2:28]>>[CH2:1]1[CH2:2][N:3]([C:23]([CH:14]2[O:13][c:18]3[c:17]([cH:22][cH:21][cH:20][cH:19]3)[O:16][CH2:15]2)=[O:24])[CH2:4][CH2:5][NH:6]1.[ClH:25]. The reactants are ClCC(=O)O[C@H]1C[C@@H]2CC[C@H]3[C@@H]4CC[C@H](C(C)=O)[C@]4(CC([C@@H]3[C@]2(C[C@@H]1OCC)C)=O)C (3α-Chloroacetoxy-2β-ethoxy-5α-pregnane- 11,20-dione), [I-].[Na+] (sodium iodide). Solvent: CC(=O)C (acetone). Product: C(C)O[C@@H]1[C@H](C[C@@H]2CC[C@H]3[C@@H]4CC[C@H](C(C)=O)[C@]4(CC([C@@H]3[C@]2(C1)C)=O)C)OC(CI)=O (2β-ethoxy-3α-iodoacetoxy-5α-pregnane-11,20 -dione). Yield: 85.1%. Reaction SMILES: Cl[CH2:2][C:3]([O:5][C@@H:6]1[C@@H:25]([O:26][CH2:27][CH3:28])[CH2:24][C@@:23]2([CH3:29])[C@@H:8]([CH2:9][CH2:10][C@@H:11]3[C@@H:22]2[C:21](=[O:30])[CH2:20][C@@:19]2([CH3:31])[C@H:12]3[CH2:13][CH2:14][C@@H:15]2[C:16](=[O:18])[CH3:17])[CH2:7]1)=[O:4].[I-:32].[Na+]>CC(C)=O>[CH2:27]([O:26][C@H:25]1[CH2:24][C@@:23]2([CH3:29])[C@@H:8]([CH2:9][CH2:10][C@@H:11]3[C@@H:22]2[C:21](=[O:30])[CH2:20][C@@:19]2([CH3:31])[C@H:12]3[CH2:13][CH2:14][C@@H:15]2[C:16](=[O:18])[CH3:17])[CH2:7][C@@H:6]1[O:5][C:3](=[O:4])[CH2:2][I:32])[CH3:28] |f:1.2|. Procedure: 3α-Chloroacetoxy-2β-ethoxy-5α-pregnane- 11,20-dione (450 mg) was dissolved in acetone (50 ml) and sodium iodide (460 mg) added to the solution. The mixture was refluxed for one-half hour, a white precipitate forming. The precipitate was filtered off and the filtrate evaporated to a yellow foam which ws partitioned between ether and water. The ethereal solution was dried over anhydrous sodium sulphate and evaporated to give 2β-ethoxy-3α-iodoacetoxy-5α-pregnane-11,20 -dione (460 mg) as a pale yell... The reactants are BrC=1C=CC(=NC1OCC1CC1)C(=O)O (5-bromo-6-(cyclopropylmethoxy)-pyridine-2-carboxylic acid), O1CCC(=CC1)B1OC(C(O1)(C)C)(C)C (2-(3,6-dihydro-2H-pyran-4-yl)-4,4,5,5-tetramethyl-1,3,2-dioxaborolane), C([O-])([O-])=O.[Na+].[Na+] (sodium carbonate), O (water). Yields the product C1(CC1)COC1=C(C=CC(=N1)C(=O)O)C1CCOCC1 (6-(Cyclopropylmethoxy)-5-(tetrahydro-2H-pyran-4-yl)-pyridine-2-carboxylic acid). RXN SMILES: Br[C:2]1[CH:3]=[CH:4][C:5]([C:13]([OH:15])=[O:14])=[N:6][C:7]=1[O:8][CH2:9][CH:10]1[CH2:12][CH2:11]1.[O:16]1[CH2:21][CH:20]=[C:19](B2OC(C)(C)C(C)(C)O2)[CH2:18][CH2:17]1.C(=O)([O-])[O-].[Na+].[Na+].O>CN(C=O)C.C(Cl)Cl.[Pd](Cl)Cl.C1(P(C2C=CC=CC=2)[C-]2C=CC=C2)C=CC=CC=1.[C-]1(P(C2C=CC=CC=2)C2C=CC=CC=2)C=CC=C1.[Fe+2]>[CH:10]1([CH2:9][O:8][C:7]2[N:6]=[C:5]([C:13]([OH:15])=[O:14])[CH:4]=[CH:3][C:2]=2[CH:19]2[CH2:20][CH2:21][O:16][CH2:17][CH2:18]2)[CH2:12][CH2:11]1 |f:2.3.4,7.8.9.10.11|. Reported procedure: Under an atmosphere of nitrogen, a solution of 5-bromo-6-(cyclopropylmethoxy)-pyridine-2-carboxylic acid (300 mg, 1.1 mmol), 2-(3,6-dihydro-2H-pyran-4-yl)-4,4,5,5-tetramethyl-1,3,2-dioxaborolane (278 mg, 1.3 mmol), 1,1′-bis(diphenylphosphino) ferrocene-palladium(II)dichloride methylene chloride complex (CAN 95464-05-4, 45 mg, 0.06 mmol) and sodium carbonate (964 mg, 9.1 mmol) in DMF (10 mL) was heated to 100° C. overnight. The reaction mixture was poured into water, extracted with ethyl acetate ... The solvent is CN(C)C=O (DMF). The yield is 90.9%. The reagents and catalysts are C(Cl)Cl.[Pd](Cl)Cl.C1(=CC=CC=C1)P([C-]1C=CC=C1)C1=CC=CC=C1.[C-]1(C=CC=C1)P(C1=CC=CC=C1)C1=CC=CC=C1.[Fe+2] (1,1′-bis(diphenylphosphino) ferrocene-palladium(II)dichloride methylene chloride). The reactants are NC1C(N(CC1)CC1=C(C=CC(=C1)OS(=O)(=O)C)Br)=O (3-Amino-1-(2-bromo-5-methanesulfonyloxybenzyl)-2-oxopyrrolidine), [BH3-]C#N.[Na+] (NaCNBH3), C(#N)C1=C(C=C(CN2C=NC=C2C=O)C=C1)F (1-(4-cyano-3-fluorobenzyl)-5-imidazolecarboxaldehyde), C(C)(=O)O (acetic acid). Solvent: CO (MeOH). Reaction conditions: time 30 minute. The product is BrC1=C(CN2C(C(CC2)NCC2=CN=CN2CC2=CC(=C(C#N)C=C2)F)=O)C=C(C=C1)OS(=O)(=O)C (4-(5-{[1-(2-Bromo-5-methanesulfonyloxybenzyl)-2-oxopyrrolidin-3-ylamino]methyl}imidazol-1-ylmethyl)-2-fluorobenzonitrile). Reaction SMILES: [NH2:1][CH:2]1[CH2:6][CH2:5][N:4]([CH2:7][C:8]2[CH:13]=[C:12]([O:14][S:15]([CH3:18])(=[O:17])=[O:16])[CH:11]=[CH:10][C:9]=2[Br:19])[C:3]1=[O:20].[C:21]([C:23]1[CH:36]=[CH:35][C:26]([CH2:27][N:28]2[C:32]([CH:33]=O)=[CH:31][N:30]=[CH:29]2)=[CH:25][C:24]=1[F:37])#[N:22].C(O)(=O)C.[BH3-]C#N.[Na+]>CO>[Br:19][C:9]1[CH:10]=[CH:11][C:12]([O:14][S:15]([CH3:18])(=[O:17])=[O:16])=[CH:13][C:8]=1[CH2:7][N:4]1[CH2:5][CH2:6][CH:2]([NH:1][CH2:33][C:32]2[N:28]([CH2:27][C:26]3[CH:35]=[CH:36][C:23]([C:21]#[N:22])=[C:24]([F:37])[CH:25]=3)[CH:29]=[N:30][CH:31]=2)[C:3]1=[O:20] |f:3.4|. Procedure: 3-Amino-1-(2-bromo-5-methanesulfonyloxybenzyl)-2-oxopyrrolidine, as described above in Step E, (640 mg, 1.12 mmol), 1-(4-cyano-3-fluorobenzyl)-5-imidazolecarboxaldehyde, as described above in Example 1, Step G, (333 mg, 1.45 mmol) were stirred in MeOH (8 mL) and the solution was acidified to pH≈5 to 6, as judged by wetted pH indicator paper, with acetic acid. Stirring was continued for 30 min, then NaCNBH3 (118 mg, 1.88 mmol) was added. Stirring was continued for 18 hours, then the reaction was ... Reactants: C(C)(=O)C=1C=NC=CC1 (3-acetylpyridine), N(CCO)CCO (diethanol amine), C=O (paraformaldehyde). The solvent is O1CCOCC1 (dioxane). Yields the product C1=CC(=CN=C1)C(=O)CCNCC(O)O (2-(N-bishydroxyethyl)aminoethyl-3-pyridylketone). As a reaction SMILES: [C:1]([C:4]1[CH:5]=[N:6][CH:7]=[CH:8][CH:9]=1)(=[O:3])[CH3:2].[NH:10]([CH2:14]CO)[CH2:11][CH2:12][OH:13].C=[O:18]>O1CCOCC1>[CH:8]1[CH:7]=[N:6][CH:5]=[C:4]([C:1]([CH2:2][CH2:14][NH:10][CH2:11][CH:12]([OH:18])[OH:13])=[O:3])[CH:9]=1. Reported procedure: 3-acetylpyridine (126 mg), diethanol amine (114 mg), and paraformaldehyde (36 mg) were reacted in dioxane (0.2 ml) at 150° C. for 2 hours. Starting materials: CC=1C=CC(=C(C(=O)O)C1)C=1C=NN(C1)C (5-methyl-2-(1-methyl-1H-pyrazol-4-yl)benzoic acid), CC=1C=CC(=C(C(=O)OC)C1)C1=NC(=NC=C1)C (methyl 5-methyl-2-(2-methylpyrimidin-4-yl)benzoate). Product: CC=1C=CC(=C(C(=O)O)C1)C1=NC(=NC=C1)C (5-Methyl-2-(2-methylpyrimidin-4-yl)benzoic acid). RXN SMILES: CC1C=CC(C2C=NN(C)C=2)=C(C=1)C(O)=O.[CH3:17][C:18]1[CH:19]=[CH:20][C:21]([C:28]2[CH:33]=[CH:32][N:31]=[C:30]([CH3:34])[N:29]=2)=[C:22]([CH:27]=1)[C:23]([O:25]C)=[O:24]>>[CH3:17][C:18]1[CH:19]=[CH:20][C:21]([C:28]2[CH:33]=[CH:32][N:31]=[C:30]([CH3:34])[N:29]=2)=[C:22]([CH:27]=1)[C:23]([OH:25])=[O:24]. Procedure details: The title compound was synthesized following the same general protocol as described for 5-methyl-2-(1-methyl-1H-pyrazol-4-yl)benzoic acid in Example A1, using methyl 5-methyl-2-(2-methylpyrimidin-4-yl)benzoate. ESI-MS (m/z): 229 [M+1]+.